This data is from the Open Reaction Database (ORD), a public repository of structured organic reaction records. The task is: describe an organic reaction: reactants, conditions, products, and yield The reactants are [OH-].[Na+] (Sodium hydroxide), COC(CN(C(C1=CC(=CC=C1)OCCCCCCCCCC)=O)CC(=O)OC)=O (N-(2-methoxy-2-oxoethyl)-N-[3-(decyloxy)benzoyl]glycine methyl ester). The product is C(=O)(O)CN(CC(=O)O)C(C1=CC(=CC=C1)OCCCCCCCCCC)=O (N-(carboxymethyl)-N-[3-(decyloxy)benzoyl]glycine). RXN SMILES: [OH-].[Na+].C[O:4][C:5](=[O:32])[CH2:6][N:7]([CH2:27][C:28]([O:30]C)=[O:29])[C:8](=[O:26])[C:9]1[CH:14]=[CH:13][CH:12]=[C:11]([O:15][CH2:16][CH2:17][CH2:18][CH2:19][CH2:20][CH2:21][CH2:22][CH2:23][CH2:24][CH3:25])[CH:10]=1>>[C:5]([CH2:6][N:7]([C:8](=[O:26])[C:9]1[CH:14]=[CH:13][CH:12]=[C:11]([O:15][CH2:16][CH2:17][CH2:18][CH2:19][CH2:20][CH2:21][CH2:22][CH2:23][CH2:24][CH3:25])[CH:10]=1)[CH2:27][C:28]([OH:30])=[O:29])([OH:32])=[O:4] |f:0.1|. Reported procedure: Sodium hydroxide hydrolysis of N-(2-methoxy-2-oxoethyl)-N-[3-(decyloxy)benzoyl]glycine methyl ester as in Example 4 gave N-(carboxymethyl)-N-[3-(decyloxy)benzoyl]glycine, mp 87°-90°. Reactants: C(C)OC(C(C(=O)OCC)CC=1C(=CN2N=CC(=C(C21)Cl)C#N)C(=O)OCC)=O (2-(4-Chloro-3-cyano-6-ethoxycarbonyl-pyrrolo[1,2-b]pyridazin-5-ylmethyl)-malonic acid diethyl ester), O(C1=CC=CC=C1)C1=CC=C(C=C1)N (4-phenoxyphenylamine). The solvent is CN(C)C=O (DMF). Product: C(C)OC(C(C(=O)OCC)CC=1C(=CN2N=CC(=C(C21)NC2=CC=C(C=C2)OC2=CC=CC=C2)C#N)C(=O)OCC)=O (2-[3-Cyano-6-ethoxycarbonyl-4-(4-phenoxy-phenylamino)-pyrrolo[1,2-b]pyridazin-5-ylmethyl]-malonic acid diethyl ester). RXN SMILES: [CH2:1]([O:3][C:4](=[O:29])[CH:5]([CH2:11][C:12]1[C:13]([C:24]([O:26][CH2:27][CH3:28])=[O:25])=[CH:14][N:15]2[C:20]=1[C:19](Cl)=[C:18]([C:22]#[N:23])[CH:17]=[N:16]2)[C:6]([O:8][CH2:9][CH3:10])=[O:7])[CH3:2].[O:30]([C:37]1[CH:42]=[CH:41][C:40]([NH2:43])=[CH:39][CH:38]=1)[C:31]1[CH:36]=[CH:35][CH:34]=[CH:33][CH:32]=1>CN(C=O)C>[CH2:1]([O:3][C:4](=[O:29])[CH:5]([CH2:11][C:12]1[C:13]([C:24]([O:26][CH2:27][CH3:28])=[O:25])=[CH:14][N:15]2[C:20]=1[C:19]([NH:43][C:40]1[CH:39]=[CH:38][C:37]([O:30][C:31]3[CH:36]=[CH:35][CH:34]=[CH:33][CH:32]=3)=[CH:42][CH:41]=1)=[C:18]([C:22]#[N:23])[CH:17]=[N:16]2)[C:6]([O:8][CH2:9][CH3:10])=[O:7])[CH3:2]. Reported procedure: A solution of 2-(4-Chloro-3-cyano-6-ethoxycarbonyl-pyrrolo[1,2-b]pyridazin-5-ylmethyl)-malonic acid diethyl ester 369B (6.5 mg, 0.015 mmol) and 4-phenoxyphenylamine (4.2 mg, 0.023 mmol) in DMF (0.5 ml) was heated at 110° C. for 4 hrs. The reaction mixture was purified by silica gel flash chromatography to isolate 369 as a yellow film (1.7 mg, 20%). [M+H]+32 571. Starting materials: C(CN(CC(=O)O)CC(=O)[O-])N(CC(=O)O)CC(=O)[O-].[Na+].[Na+] (Na2.EDTA), S(=O)(=O)(O[O-])[O-].[K+].[K+] (potassium peroxymonosulphate), C(=O)(O)[O-].[Na+] (NaHCO3), S1CCC(CC1)=O (tetrahydrothiopyran-4-one). Solvent: C(C)#N (acetonitrile), O (water). Run at time 2 hour. The product is O=S1(CCC(CC1)=O)=O (1,1-dioxo-tetrahydro-thiopyran-4-one). The yield is 64.7%. Reaction SMILES: S1[CH2:6][CH2:5][C:4](=[O:7])[CH2:3][CH2:2]1.C(N(CC([O-])=O)CC(O)=O)CN(CC([O-])=O)CC(O)=O.[Na+].[Na+].[S:30]([O-:35])(O[O-])(=O)=[O:31].[K+].[K+].C([O-])(O)=O.[Na+]>C(#N)C.O>[O:31]=[S:30]1(=[O:35])[CH2:6][CH2:5][C:4](=[O:7])[CH2:3][CH2:2]1 |f:1.2.3,4.5.6,7.8|. Reported procedure: To a solution of tetrahydrothiopyran-4-one (400 mg) stirring in acetonitrile (5 ml) and Na2.EDTA (0.0004 M aq, 3 ml) was added potassium peroxymonosulphate (Oxone, 6.34 g) and NaHCO3 (2.69 g) in several aliquots over 30 minutes. The reaction mixture was stirred at room temperature for a further 2 hours, then diluted with water (40 ml), extracted into dichloromethane, and dried (MgSO4) to give 1,1-dioxo-tetrahydro-thiopyran-4-one (330 mg) as a white solid. To this compound (75 mg) stirring in anh... Reactants: O1CCOCC1 (1,4-dioxane), [OH-].[Na+] (sodium hydroxide), BrC1=C(C=NN(C1=O)CC(=O)OCC)N[C@H]1[C@@H]([C@@H]2C([C@H](C1)C2)(C)C)C (Ethyl 2-{5-bromo-6-oxo-4-[(1R,2R,3R,5S)-2,6,6-trimethylbicyclo[3.1.1]hept-3-ylamino]pyridazin-1(6H)-yl}acetate), C[S-].[Na+] (sodium thiomethoxide). Solvent: C1(=CC=CC=C1)C (toluene), C1(=CC=CC=C1)C (toluene). Product: CSC1=C(C=NN(C1=O)CC(=O)O)N[C@H]1[C@@H]([C@@H]2C([C@H](C1)C2)(C)C)C (2-{5-Methylthio-6-oxo-4-[(1R,2R,3R,5S)-2,6,6-trimethylbicyclo[3.1.1]hept-3-ylamino]pyridazin-1(6H)-yl}acetic Acid). Isolated yield 90.2%. RXN SMILES: Br[C:2]1[C:7](=[O:8])[N:6]([CH2:9][C:10]([O:12]CC)=[O:11])[N:5]=[CH:4][C:3]=1[NH:15][C@@H:16]1[CH2:21][C@@H:20]2[CH2:22][C@@H:18]([C:19]2([CH3:24])[CH3:23])[C@H:17]1[CH3:25].[CH3:26][S-:27].[Na+].O1CCOCC1.[OH-].[Na+]>C1(C)C=CC=CC=1>[CH3:26][S:27][C:2]1[C:7](=[O:8])[N:6]([CH2:9][C:10]([OH:12])=[O:11])[N:5]=[CH:4][C:3]=1[NH:15][C@@H:16]1[CH2:21][C@@H:20]2[CH2:22][C@@H:18]([C:19]2([CH3:24])[CH3:23])[C@H:17]1[CH3:25] |f:1.2,4.5|. Reported procedure: Ethyl 2-{5-bromo-6-oxo-4-[(1R,2R,3R,5S)-2,6,6-trimethylbicyclo[3.1.1]hept-3-ylamino]pyridazin-1(6H)-yl}acetate (220 mg, 0.533 mmol) and sodium thiomethoxide (112 mg, 1.60 mmol) in toluene (22 mL) were stirred at 80° C. for 3 hours. After cooling, the reaction solution was stirred with 1,4-dioxane (6 mL) and 1 M aqueous sodium hydroxide (1.59 mL) at room temperature for 4 hours. After completion of the reaction, the reaction solution was mixed with toluene and extracted with 1 M aqueous sodium hy... Starting materials: Cl (hydrogen chloride), COC(CN1C2=C(NC[C@@H](C1=O)NC(=O)OC(C)(C)C)C=CC=C2)=O ((3(S)-tert-Butoxycarbonylamino-2-oxo-2,3,4,5-tetrahydrobenzo[b][1,4]diazepin-1-yl)acetic acid methyl ester), COC(CN1C2=C(NC[C@@H](C1=O)NC(CCC1=CC=CC=C1)=O)C=CC=C2)=O ([2-Oxo-3(S)-(3-phenylpropionylamino)-2,3,4,5-tetrahydro-benzo[b] [1,4]diazepin-1-yl]acetic acid methyl ester). Solvent: C(C)(=O)OCC (ethyl acetate). Conditions: time 1 hour. Product: Cl.COC(CN1C2=C(NC[C@@H](C1=O)N)C=CC=C2)=O (2-oxo-3(S)-amino-2,3,4,5-tetrahydrobenzo[b][1,4]diazepin-1-yl acetic acid methyl ester hydrochloride). As a reaction SMILES: [CH3:1][O:2][C:3](=[O:28])[CH2:4][N:5]1[C:11](=[O:12])[C@@H:10]([NH:13]C(=O)CCC2C=CC=CC=2)[CH2:9][NH:8][C:7]2[CH:24]=[CH:25][CH:26]=[CH:27][C:6]1=2.[ClH:29].COC(=O)CN1C(=O)[C@@H](NC(OC(C)(C)C)=O)CNC2C=CC=CC1=2>C(OCC)(=O)C>[ClH:29].[CH3:1][O:2][C:3](=[O:28])[CH2:4][N:5]1[C:11](=[O:12])[C@@H:10]([NH2:13])[CH2:9][NH:8][C:7]2[CH:24]=[CH:25][CH:26]=[CH:27][C:6]1=2 |f:4.5|. Procedure details: (3(S)-tert-Butoxycarbonylamino-2-oxo-2,3,4,5-tetrahydrobenzo[b][1,4]diazepin-1-yl)acetic acid methyl ester (103). A 1.0 M solution of lithium bis(trimethylsilyl)amide (3.4 ml, 3.4 mmol) in THF was added dropwise to a -78° C. solution of 3-tert-butoxycarbonylamino-1,3,4,5-tetrahydrobenzo[b][1,4]diazepin-2-one (0.94 g, 3.38 mmol) in 20 ml of anhydrous tetrahydrofuran and stirred for 30 minutes. Methyl bromoacetate (o.44 ml, 4 mmol) was added dropwise to the reaction mixture then warmed to room tem... Yields the product Cl.ClC1=C(C=CC=C1)CCN(CCCCC(=O)C1=CC2=C(CCN(CC2)C(=O)NCC)C=C1)C (7-{5-[[2-(2-Chlorophenyl)ethyl](methyl)amino]pentanoyl}-N-ethyl-1,2,4,5-tetrahydro-3H-3-benzazepine-3-carboxamide hydrochloride). Solvent: O1CCCC1 (tetrahydrofuran). Reactants: C(C)N=C=O (Ethyl isocyanate), ClC1=C(C=CC=C1)CCN(CCCCC(=O)C1=CC2=C(CCNCC2)C=C1)C (5-[[2-(2-chlorophenyl)ethyl](methyl)amino]-1-(2,3,4,5-tetrahydro-1H-3-benzazepin-7-yl)-1-pentanone), O (water). Procedure details: Ethyl isocyanate (74 μl) was added to a solution of 5-[[2-(2-chlorophenyl)ethyl](methyl)amino]-1-(2,3,4,5-tetrahydro-1H-3-benzazepin-7-yl)-1-pentanone (365 mg) obtained in Example 205 in tetrahydrofuran (2 ml). After stirring at room temperature for 60 minutes, water (10 g) was added, extracted with ethyl acetate, and washed with brine. The organic layer was dried over anhydrous sodium sulfate, the solvent was evaporated under reduced pressure, and the residue was purified by silica gel column c... Run at time 60 minute. As a reaction SMILES: [CH2:1]([N:3]=[C:4]=[O:5])[CH3:2].[Cl:6][C:7]1[CH:12]=[CH:11][CH:10]=[CH:9][C:8]=1[CH2:13][CH2:14][N:15]([CH3:33])[CH2:16][CH2:17][CH2:18][CH2:19][C:20]([C:22]1[CH:32]=[CH:31][C:25]2[CH2:26][CH2:27][NH:28][CH2:29][CH2:30][C:24]=2[CH:23]=1)=[O:21].O>O1CCCC1>[ClH:6].[Cl:6][C:7]1[CH:12]=[CH:11][CH:10]=[CH:9][C:8]=1[CH2:13][CH2:14][N:15]([CH3:33])[CH2:16][CH2:17][CH2:18][CH2:19][C:20]([C:22]1[CH:32]=[CH:31][C:25]2[CH2:26][CH2:27][N:28]([C:4]([NH:3][CH2:1][CH3:2])=[O:5])[CH2:29][CH2:30][C:24]=2[CH:23]=1)=[O:21] |f:4.5|.